This data is from the Open Reaction Database (ORD), a public repository of structured organic reaction records. The task is: describe an organic reaction: reactants, conditions, products, and yield The reactants are FC(C(=O)OCC)(F)F (Ethyl trifluoroacetate), C(C)(C)(C)OC(=O)N1[C@@H]2CC[C@H]([C@H]1CN)C2 ((1R,3S,4S)-3-aminomethyl-2-aza-bicyclo[2.2.1]heptane-2-carboxylic acid tert-butyl ester), CCN(C(C)C)C(C)C (DIPEA). The solvent is C1CCOC1 (THF). Yields the product C(C)(C)(C)OC(=O)N1[C@@H]2CC[C@H]([C@H]1CNC(C(F)(F)F)=O)C2 ((1R,3S,4S)-3-[(2,2,2-Trifluoro-acetylamino)-methyl]-2-aza-bicyclo[2.2.1]heptane-2-carboxylic acid tert-butyl ester). As a reaction SMILES: [F:1][C:2]([F:9])([F:8])[C:3]([O:5]CC)=O.[C:10]([O:14][C:15]([N:17]1[C@H:22]([CH2:23][NH2:24])[C@@H:21]2[CH2:25][C@H:18]1[CH2:19][CH2:20]2)=[O:16])([CH3:13])([CH3:12])[CH3:11].CCN(C(C)C)C(C)C>C1COCC1>[C:10]([O:14][C:15]([N:17]1[C@H:22]([CH2:23][NH:24][C:3](=[O:5])[C:2]([F:1])([F:8])[F:9])[C@@H:21]2[CH2:25][C@H:18]1[CH2:19][CH2:20]2)=[O:16])([CH3:13])([CH3:11])[CH3:12]. Reported procedure: Ethyl trifluoroacetate (12.2 mmol, 1.30 eq) is added to a solution of (1R,3S,4S)-3-aminomethyl-2-aza-bicyclo[2.2.1]heptane-2-carboxylic acid tert-butyl ester (9.42 mmol, 1.00 eq) and DIPEA (14.1 mmol, 1.50 eq) in THF (25 mL). After 50 min the mixture is concentrated in vacuo, diluted with TBME (100 mL) and washed twice with aq. citric acid (5%) and water respectively. The organic layer is dried over MgSO4 and concentrated in vacuo to give a crude product which is used without further purificatio... The reactants are ClC1=C(C#N)C=CC(=C1)N (2-chloro-4-aminobenzonitrile), C1(CC1)B(O)O (cyclopropylboronic acid), P(=O)([O-])([O-])[O-].[K+].[K+].[K+] (potassium phosphate), C1(CCCCC1)P(C1CCCCC1)C1CCCCC1 (tricyclohexylphosphine). Reagents/catalysts: C(C)(=O)[O-].[Pd+2].C(C)(=O)[O-] (palladium acetate). Solvent: C1(=CC=CC=C1)C (toluene), O (water), O (water), C(C)(=O)OCC (ethyl acetate). Reaction conditions: temperature 80 celsius, time 8 hour. Product: NC1=CC(=C(C#N)C=C1)C1CC1 (4-amino-2-cyclopropylbenzonitrile). Reaction SMILES: Cl[C:2]1[CH:9]=[C:8]([NH2:10])[CH:7]=[CH:6][C:3]=1[C:4]#[N:5].[CH:11]1(B(O)O)[CH2:13][CH2:12]1.P([O-])([O-])([O-])=O.[K+].[K+].[K+].C1(P(C2CCCCC2)C2CCCCC2)CCCCC1>C1(C)C=CC=CC=1.O.C([O-])(=O)C.[Pd+2].C([O-])(=O)C.C(OCC)(=O)C>[NH2:10][C:8]1[CH:7]=[CH:6][C:3]([C:4]#[N:5])=[C:2]([CH:11]2[CH2:13][CH2:12]2)[CH:9]=1 |f:2.3.4.5,9.10.11|. Procedure: 269 mg of palladium acetate were added under an argon atmosphere to a suspension of 916 mg of 2-chloro-4-aminobenzonitrile, 773 mg of cyclopropylboronic acid, 5.094 g of potassium phosphate and 673 mg of tricyclohexylphosphine in a mixture of 10.5 ml of toluene and 1.74 ml of water. The mixture was stirred at 80° C. overnight. The cooled reaction mixture was admixed with water and ethyl acetate and filtered, and the filtrate was extracted three times with a mixture of ethyl acetate with toluene.... The reactants are COC=1C=C(C=CC1)N(NC(=O)NC)CC(=O)OC (methyl [1-(3-methoxyphenyl)-2-[(methylamino)carbonyl]hydrazino]acetate), C[O-].[Na+] (sodium methoxide), P(=O)([O-])([O-])[O-] (phosphate). Solvent: CO (methanol). Product: COC=1C=C(C=CC1)N1NC(N(C(C1)=O)C)=O (Dihydro-1-(3-methoxyphenyl)-4-methyl-1,2,4-triazine-3,5-(2H,4H)-dione). Yield: 46.2%. RXN SMILES: [CH3:1][O:2][C:3]1[CH:4]=[C:5]([N:9]([CH2:15][C:16]([O:18]C)=O)[NH:10][C:11]([NH:13][CH3:14])=[O:12])[CH:6]=[CH:7][CH:8]=1.C[O-].[Na+].P([O-])([O-])([O-])=O>CO>[CH3:1][O:2][C:3]1[CH:4]=[C:5]([N:9]2[CH2:15][C:16](=[O:18])[N:13]([CH3:14])[C:11](=[O:12])[NH:10]2)[CH:6]=[CH:7][CH:8]=1 |f:1.2|. Reported procedure: To a solution of methyl [1-(3-methoxyphenyl)-2-[(methylamino)carbonyl]hydrazino]acetate (1.6 g) in methanol (20 ml) under nitrogen was added a solution of sodium methoxide (8 ml; from sodium (5.2 g) in methanol (150 ml)). After 1 h the mixture was poured into pH 6 phosphate buffer (100 ml) and partitioned with dichloromethane (3×50 ml). The combined, dried organic extracts were evaporated to give a solid which was purified by FCC eluting with System A (7:3) to give, after trituration with System... The reactants are COC(=O)C1CC(C#N)(c2ccccc2)CCC1=O, CC(=O)O, O, O=S(=O)(O)O. Product: N#CC1(c2ccccc2)CCC(=O)CC1. Reaction SMILES: [C:1](#[N:2])[C:3]1([c:14]2[cH:15][cH:16][cH:17][cH:18][cH:19]2)[CH2:4][CH2:5][C:6](=[O:13])[CH:7]([C:9]([O:10][CH3:11])=[O:12])[CH2:8]1.[CH3:20][C:21](=[O:22])[OH:23].[OH2:29].[S:24](=[O:25])(=[O:26])([OH:27])[OH:28]>>[C:1](#[N:2])[C:3]1([c:14]2[cH:15][cH:16][cH:17][cH:18][cH:19]2)[CH2:4][CH2:5][C:6](=[O:13])[CH2:7][CH2:8]1. Reaction SMILES: [CH3:53][CH2:54][O:55][C:56]([CH3:57])=[O:58].[Cl:1][c:2]1[cH:3][c:4]([CH:5]=[CH:6][C:7]([N:8]2[CH2:9][CH2:10][C:11](=[O:12])[NH:13][CH2:14][CH2:15]2)=[O:16])[cH:17][cH:18][c:19]1[Cl:20].[Cl:40][c:41]1[c:42]([F:52])[cH:43][c:44]([CH:45]=[CH:46][C:47](=[O:48])[OH:49])[cH:50][cH:51]1.[ClH:21].[ClH:22].[N:23]1([CH2:29][CH2:30][CH2:31][N:32]2[CH2:33][CH2:34][NH:35][CH2:36][CH2:37][C:38]2=[O:39])[CH2:24][CH2:25][CH2:26][CH2:27][CH2:28]1>>[N:23]1([CH2:29][CH2:30][CH2:31][N:32]2[CH2:33][CH2:34][N:35]([C:47]([CH:46]=[CH:45][c:44]3[cH:43][c:42]([F:52])[c:41]([Cl:40])[cH:51][cH:50]3)=[O:48])[CH2:36][CH2:37][C:38]2=[O:39])[CH2:24][CH2:25][CH2:26][CH2:27][CH2:28]1. Yields the product O=C(C=Cc1ccc(Cl)c(F)c1)N1CCC(=O)N(CCCN2CCCCC2)CC1. Reactants: CCOC(C)=O, O=C1CCN(C(=O)C=Cc2ccc(Cl)c(Cl)c2)CCN1, O=C(O)C=Cc1ccc(Cl)c(F)c1, Cl, Cl, O=C1CCNCCN1CCCN1CCCCC1.